This data is from the Open Reaction Database (ORD), a public repository of structured organic reaction records. The task is: describe an organic reaction: reactants, conditions, products, and yield The reactants are O=C(n1ccnc1)n1ccnc1, CSc1ccc(CCC(=O)O)cc1, CO, CN(C)C=O. The product is COC(=O)CCc1ccc(SC)cc1. As a reaction SMILES: [C:14]([n:15]1[cH:16][cH:17][n:18][cH:19]1)([n:20]1[cH:21][cH:22][n:23][cH:24]1)=[O:25].[CH3:1][S:2][c:3]1[cH:4][cH:5][c:6]([CH2:9][CH2:10][C:11](=[O:12])[OH:13])[cH:7][cH:8]1.[CH3:26][OH:27].[O:28]=[CH:29][N:30]([CH3:31])[CH3:32]>>[CH3:1][S:2][c:3]1[cH:4][cH:5][c:6]([CH2:9][CH2:10][C:11](=[O:12])[O:13][CH3:14])[cH:7][cH:8]1. Reactants: [OH-].[Na+] (NaOH), CC1=CC=C(S1)C(=O)C=1C=C(C=CC1)C ((5-Methyl-thiophen-2-yl)-m-tolyl-methanone), Cl.O(C)N (methoxylamine hydrochloride), B.C1CCOC1 (BH3.THF). The solvent is N1=CC=CC=C1 (pyridine). Conditions: temperature 0 celsius, time 14 hour. The product is CC1=CC=C(S1)C(C=1C=C(C=CC1)C)N (C-(5-Methyl-thiophen-2-yl)-C-m-tolyl-methylamine). RXN SMILES: [CH3:1][C:2]1[S:6][C:5]([C:7]([C:9]2[CH:10]=[C:11]([CH3:15])[CH:12]=[CH:13][CH:14]=2)=O)=[CH:4][CH:3]=1.Cl.O([NH2:19])C.B.C1COCC1.[OH-].[Na+]>N1C=CC=CC=1>[CH3:1][C:2]1[S:6][C:5]([CH:7]([NH2:19])[C:9]2[CH:10]=[C:11]([CH3:15])[CH:12]=[CH:13][CH:14]=2)=[CH:4][CH:3]=1 |f:1.2,3.4,5.6|. Procedure details: (5-Methyl-thiophen-2-yl)-m-tolyl-methanone (5.00 g, 23.12 mmol) was mixed with methoxylamine hydrochloride (3.00 g, 35.92 mmol) in pyridine and the resulting reaction mixture was stirred for 14 hours. The reaction mixture was concentrated on a rotary evaporator, the residue was washed with ether and the combined ether layers were concentrated. The residue was dissolved in BH3.THF (100.00 mL, 1.0 M in THF, 0.10 mol) and the resulting mixture was refluxed for 3 hours. The reaction mixture was then... Reactants: COC1=CC2=C(N(C3=C(O2)N=CC=N3)COC)C=C1CO (7-methoxy-10-(methoxymethyl)-10H-pyrazino[2,3-b][1,4]-benzoxazine-8-methanol). Reagents/catalysts: [O-2].[O-2].[Mn+4] (manganese dioxide). Solvent: ClCCCl (1,2-dichloroethane). Yields the product COC1=CC2=C(N(C3=C(O2)N=CC=N3)COC)C=C1C=O (7-Methoxy-10-(methoxymethyl)-10H-pyrazino[2,3-b][1,4]-benzoxazine-8-carboxaldehyde). Yield: 64.6%. Reaction SMILES: [CH3:1][O:2][C:3]1[C:19]([CH2:20][OH:21])=[CH:18][C:6]2[N:7]([CH2:15][O:16][CH3:17])[C:8]3[N:14]=[CH:13][CH:12]=[N:11][C:9]=3[O:10][C:5]=2[CH:4]=1>ClCCCl.[O-2].[O-2].[Mn+4]>[CH3:1][O:2][C:3]1[C:19]([CH:20]=[O:21])=[CH:18][C:6]2[N:7]([CH2:15][O:16][CH3:17])[C:8]3[N:14]=[CH:13][CH:12]=[N:11][C:9]=3[O:10][C:5]=2[CH:4]=1 |f:2.3.4|. Reported procedure: To a solution of 1.17 g of 7-methoxy-10-(methoxymethyl)-10H-pyrazino[2,3-b][1,4]-benzoxazine-8-methanol in 50 ml of 1,2-dichloroethane was added 3.2 g of manganese dioxide and the resulting mixture was heated under reflux for 2 hours. The reaction mixture was filtered through celite. After distilling off the solvent under reduced pressure, 0.75 g of the title compound was obtained as a brown solid. Yields the product CC1CCC(N2c3ccccc3Oc3ccc(Cl)cc32)=N1. Reactants: CC1CCC(=O)N1, Clc1ccc2c(c1)Nc1ccccc1O2, O=P(Cl)(Cl)Cl. RXN SMILES: [CH3:16][CH:17]1[CH2:18][CH2:19][C:20](=[O:22])[NH:21]1.[Cl:1][c:2]1[cH:3][c:4]2[c:13]([cH:14][cH:15]1)[O:12][c:11]1[c:6]([cH:7][cH:8][cH:9][cH:10]1)[NH:5]2.[P:23]([Cl:24])([Cl:25])([Cl:26])=[O:27]>>[Cl:1][c:2]1[cH:3][c:4]2[c:13]([cH:14][cH:15]1)[O:12][c:11]1[c:6]([cH:7][cH:8][cH:9][cH:10]1)[N:5]2[C:20]1=[N:21][CH:17]([CH3:16])[CH2:18][CH2:19]1. Reactants: O=C1C=CCCC1, CCOC(C)=O, C1COCCO1, O, OB(O)c1ccccc1. Reaction SMILES: [C:8]1(=[O:14])[CH:9]=[CH:10][CH2:11][CH2:12][CH2:13]1.[CH3:24][CH2:25][O:26][C:27](=[O:28])[CH3:29].[O:1]1[CH2:2][CH2:3][O:4][CH2:5][CH2:6]1.[OH2:7].[OH:15][B:16]([OH:17])[c:18]1[cH:19][cH:20][cH:21][cH:22][cH:23]1>>[C:8]1(=[O:14])[CH2:9][CH:10]([c:18]2[cH:19][cH:20][cH:21][cH:22][cH:23]2)[CH2:11][CH2:12][CH2:13]1. Product: O=C1CCCC(c2ccccc2)C1.